Dataset: the Open Reaction Database (ORD), a public repository of structured organic reaction records. Task: describe an organic reaction: reactants, conditions, products, and yield The reactants are OC=1C=NC=CC1 (3-hydroxypyridine), C([O-])([O-])=O.[Cs+].[Cs+] (cesium carbonate), compound 43, O1COC2=C1C=CC(=C2)OCC2CN(CCC2)C(=O)C2(CCC2)C2=CC=C(C=C2)Cl ([3-(Benzo[1,3]dioxol-5-yloxymethyl)-piperidin-1-yl]-[1-(4-chloro-phenyl)-cyclobutyl]-methanone). The product is ClC1=CC=C(C=C1)C1(CCC1)C(=O)N1CC(CCC1)COC=1C=NC=CC1 ([1-(4-Chloro-phenyl)-cyclobutyl]-[3-(pyridin-3-yloxymethyl)-piperidin-1-yl]-methanone). RXN SMILES: [OH:1][C:2]1[CH:3]=[N:4][CH:5]=[CH:6][CH:7]=1.C(=O)([O-])[O-].[Cs+].[Cs+].O1C2C=CC(O[CH2:24][CH:25]3[CH2:30][CH2:29][CH2:28][N:27]([C:31]([C:33]4([C:37]5[CH:42]=[CH:41][C:40]([Cl:43])=[CH:39][CH:38]=5)[CH2:36][CH2:35][CH2:34]4)=[O:32])[CH2:26]3)=CC=2OC1>>[Cl:43][C:40]1[CH:41]=[CH:42][C:37]([C:33]2([C:31]([N:27]3[CH2:28][CH2:29][CH2:30][CH:25]([CH2:24][O:1][C:2]4[CH:3]=[N:4][CH:5]=[CH:6][CH:7]=4)[CH2:26]3)=[O:32])[CH2:36][CH2:35][CH2:34]2)=[CH:38][CH:39]=1 |f:1.2.3|. Procedure: Compound 85 was synthesized from 3-hydroxypyridine (0.25 g, 2.60 mmol), cesium carbonate (1.27 g, 3.89 mmol) and compound 43 (1.0 g, 2.60 mmol), using the method described for the synthesis of compound 44 to give 0.52 g of the desired product 85. C22H25ClN2O2, LRMS (m/z)=385 (MH+). Starting materials: O=C(O)C=CC(=O)c1cc(Br)c(O)c(Br)c1, CCO, CCOC(C)=O, CCOCC, Cl, O, [Zn]. Reaction SMILES: [Br:1][c:2]1[cH:3][c:4]([C:10]([CH:11]=[CH:12][C:13](=[O:14])[OH:15])=[O:16])[cH:5][c:6]([Br:9])[c:7]1[OH:8].[CH3:17][CH2:18][OH:19].[CH3:20][CH2:21][O:22][C:23](=[O:24])[CH3:25].[CH3:27][CH2:28][O:29][CH2:30][CH3:31].[ClH:32].[OH2:26].[Zn:33]>>[Br:1][c:2]1[cH:3][c:4]([C:10]([CH2:11][CH2:12][C:13](=[O:14])[OH:15])=[O:16])[cH:5][c:6]([Br:9])[c:7]1[OH:8]. Yields the product O=C(O)CCC(=O)c1cc(Br)c(O)c(Br)c1. Reactants: ClC1=C(C(=CC=C1)Cl)CN1C(=CC2=C(C=CC=C12)OC)C (1-[(2,6 dichlorophenyl)methyl]-4-methoxy-2-methyl-1H-indole), B(Br)(Br)Br.C(Cl)Cl (BBr3 CH2Cl2). Product: ClC1=C(C(=CC=C1)Cl)CN1C(=CC2=C(C=CC=C12)O)C (1-[(2,6-dichlorophenyl)methyl]-4-hydroxy-2-methyl-1H-indole). The yield is 83.3%. RXN SMILES: [Cl:1][C:2]1[CH:7]=[CH:6][CH:5]=[C:4]([Cl:8])[C:3]=1[CH2:9][N:10]1[C:18]2[C:13](=[C:14]([O:19]C)[CH:15]=[CH:16][CH:17]=2)[CH:12]=[C:11]1[CH3:21].B(Br)(Br)Br.C(Cl)Cl>>[Cl:1][C:2]1[CH:7]=[CH:6][CH:5]=[C:4]([Cl:8])[C:3]=1[CH2:9][N:10]1[C:18]2[C:13](=[C:14]([OH:19])[CH:15]=[CH:16][CH:17]=2)[CH:12]=[C:11]1[CH3:21] |f:1.2|. Procedure: By the method used in Example 1, Part D, 1.08 g (3.38 mmol) of 1-[(2,6 dichlorophenyl)methyl]-4-methoxy-2-methyl-1H-indole was O-demethylated by treating it with 13.5 mL of 1M BBr3 /CH2Cl2 to give 862 mg (83% yield) of 1-[(2,6-dichlorophenyl)methyl]-4-hydroxy-2-methyl-1H-indole, after chromatography on silica gel (eluted with 20% EtOAc/hexane).